Dataset: the Open Reaction Database (ORD), a public repository of structured organic reaction records. Task: describe an organic reaction: reactants, conditions, products, and yield Reactants: [H-].[Na+] (sodium hydride), C(C)(C)(C)OC(=O)NCCC1CCN(CC1)C(=O)OCC1=CC(=CC(=C1)Cl)Cl (3,5-Dichlorobenzyl 4-(2-((tert-butoxycarbonyl)amino)ethyl)piperidine-1-carboxylate), IC (Iodomethane). Run in CN(C)C=O (DMF). Conditions: temperature 0 celsius, time 15 minute. Yields the product C(C)(C)(C)OC(=O)N(CCC1CCN(CC1)C(=O)OCC1=CC(=CC(=C1)Cl)Cl)C (3,5-Dichlorobenzyl 4-(2-((tert-butoxycarbonyl)(methyl)amino)ethyl)piperidine-1-carboxylate). As a reaction SMILES: [C:1]([O:5][C:6]([NH:8][CH2:9][CH2:10][CH:11]1[CH2:16][CH2:15][N:14]([C:17]([O:19][CH2:20][C:21]2[CH:26]=[C:25]([Cl:27])[CH:24]=[C:23]([Cl:28])[CH:22]=2)=[O:18])[CH2:13][CH2:12]1)=[O:7])([CH3:4])([CH3:3])[CH3:2].[H-].[Na+].I[CH3:32]>CN(C=O)C>[C:1]([O:5][C:6]([N:8]([CH3:32])[CH2:9][CH2:10][CH:11]1[CH2:12][CH2:13][N:14]([C:17]([O:19][CH2:20][C:21]2[CH:26]=[C:25]([Cl:27])[CH:24]=[C:23]([Cl:28])[CH:22]=2)=[O:18])[CH2:15][CH2:16]1)=[O:7])([CH3:4])([CH3:2])[CH3:3] |f:1.2|. Reported procedure: A solution of 3,5-dichlorobenzyl 4-(2-((tert-butoxycarbonyl)amino)ethyl)piperidine-1-carboxylate (step 1) (3.5 g, 8.11 mmol) in DMF (40 ml) was cooled to 0° C. 60% sodium hydride/oil (0.487 g, 12.17 mmol) was added. The solution was stirred at 0° C. for 15 mins and then was warmed to RT. Iodomethane (0.761 ml, 12.17 mmol) was added and the resulting mixture was stirred at room temperature for 5 hours. The reaction was quenched with ammonium chloride (20 ml). The mixture was diluted with water (2... Starting materials: N1CCC(CC1)=O (4-piperidone), ClCCCCCCOCCCC (1-chloro-6-butoxyhexane). Procedure details: 1-(6-Butoxyhexyl)-4-piperidone is prepared from 4-piperidone and 1-chloro-6-butoxyhexane essentially as described above in Example 38, Scheme C, step a. Product: C(CCC)OCCCCCCN1CCC(CC1)=O (1-(6-Butoxyhexyl)-4-piperidone). RXN SMILES: [NH:1]1[CH2:6][CH2:5][C:4](=[O:7])[CH2:3][CH2:2]1.Cl[CH2:9][CH2:10][CH2:11][CH2:12][CH2:13][CH2:14][O:15][CH2:16][CH2:17][CH2:18][CH3:19]>>[CH2:16]([O:15][CH2:14][CH2:13][CH2:12][CH2:11][CH2:10][CH2:9][N:1]1[CH2:6][CH2:5][C:4](=[O:7])[CH2:3][CH2:2]1)[CH2:17][CH2:18][CH3:19]. Starting materials: C(CCC)C=1N(C(=C(N1)Cl)C(=O)O)CC1=C2C=CN(C2=CC=C1)C1=C(C=CC=C1)C#N (2-Butyl-4-chloro-1-[[1-(2-cyanophenyl)-1H-indol-4-yl]methyl]-1H-imidazole-5-carboxylic acid), C([O-])([O-])=O.[Cs+].[Cs+] (cesium carbonate), CN(C=O)C (dimethylformamide), compound, [I-].[Na+] (sodium iodide), C(C)(=O)OCC (ethyl acetate). Conditions: time 16 hour. The product is C(CCC)C=1N(C(=C(N1)Cl)C(=O)OC(C)OC(C)=O)CC1=C2C=CN(C2=CC=C1)C1=C(C=CC=C1)C#N (2-Butyl-4-chloro-1-[[1-(2-cyanophenyl)-1H-indol-4-yl]methyl]-1H-imidazole-5-carboxylic acid, 1-(acetyloxy)ethyl ester). RXN SMILES: [CH2:1]([C:5]1[N:6]([CH2:14][C:15]2[CH:23]=[CH:22][CH:21]=[C:20]3[C:16]=2[CH:17]=[CH:18][N:19]3[C:24]2[CH:29]=[CH:28][CH:27]=[CH:26][C:25]=2[C:30]#[N:31])[C:7]([C:11]([OH:13])=[O:12])=[C:8]([Cl:10])[N:9]=1)[CH2:2][CH2:3][CH3:4].[I-].[Na+].C(=O)([O-])[O-].[Cs+].[Cs+].CN(C)C=O.[C:45]([O:48][CH2:49][CH3:50])(=[O:47])[CH3:46]>>[CH2:1]([C:5]1[N:6]([CH2:14][C:15]2[CH:23]=[CH:22][CH:21]=[C:20]3[C:16]=2[CH:17]=[CH:18][N:19]3[C:24]2[CH:29]=[CH:28][CH:27]=[CH:26][C:25]=2[C:30]#[N:31])[C:7]([C:11]([O:13][CH:49]([O:48][C:45](=[O:47])[CH3:46])[CH3:50])=[O:12])=[C:8]([Cl:10])[N:9]=1)[CH2:2][CH2:3][CH3:4] |f:1.2,3.4.5|. Procedure: 2-Butyl-4-chloro-1-[[1-(2-cyanophenyl)-1H-indol-4-yl]methyl]-1H-imidazole-5-carboxylic acid (910 mg, 2.1 mmol, prepared as described in part C of Example 9), the title B compound (930 mg, 7.6 mmol), sodium iodide (795 mg, 5.03 mmol), cesium carbonate (2.6 g, 7.98 mmol) and dimethylformamide (4.0 mL) were combined and were stirred at room temperature for 16 hours. The reaction was diluted with ethyl acetate and filtered. The organic phase was washed with pH=4 buffer twice, pH 7 buffer once, satur... Reactants: NC1=NNC=N1 (3-amino-1,2,4-triazole), CC(CC(C)(C)C)(C)[N+]#[C-] (1,1,3,3-tetramethylbutylisonitrile), BrC1=C(C=O)C=CC=C1 (2-bromobenzaldehyde). Run in Cl(=O)(=O)(=O)O (perchloric acid). The product is BrC1=C(C=CC=C1)C=1N=C2N(NC=N2)C1NC(CC(C)(C)C)(C)C ([5-(2-Bromophenyl)-imidazo[1,2-b][1,2,4]triazol-6-yl]-(1,1,3,3-tetramethyl-butyl)-amine). Reaction SMILES: [NH2:1][C:2]1[N:6]=[CH:5][NH:4][N:3]=1.[CH3:7][C:8]([N+:15]#[C-:16])([CH3:14])[CH2:9][C:10]([CH3:13])([CH3:12])[CH3:11].[Br:17][C:18]1[CH:25]=[CH:24][CH:23]=[CH:22][C:19]=1[CH:20]=O>Cl(O)(=O)(=O)=O>[Br:17][C:18]1[CH:25]=[CH:24][CH:23]=[CH:22][C:19]=1[C:20]1[N:1]=[C:2]2[N:6]=[CH:5][NH:4][N:3]2[C:16]=1[NH:15][C:8]([CH3:14])([CH3:7])[CH2:9][C:10]([CH3:13])([CH3:12])[CH3:11]. Procedure details: Compound 47 was prepared in accordance with the general synthesis instructions from 1.0 ml (0.1 mmol) 3-amino-1,2,4-triazole solution (0.1 M, MC), 0.575 ml (0.115 mmol) 1,1,3,3-tetramethylbutylisonitrile solution (0.2 M, MC), 0.500 ml (0.15 mmol) 2-bromobenzaldehyde solution (0.3 M, MC) and 10 μl perchloric acid (w=20%) in a substance library. The reactants are Cc1ccccc1O, CC(=O)OC(C)=O, [Na+], [OH-], O. Product: CC(=O)Oc1ccccc1C. As a reaction SMILES: [CH3:1][c:2]1[cH:3][cH:4][cH:5][cH:6][c:7]1[OH:8].[CH3:9][C:10](=[O:11])[O:12][C:13](=[O:14])[CH3:15].[Na+:17].[OH-:16].[OH2:18]>>[CH3:1][c:2]1[cH:3][cH:4][cH:5][cH:6][c:7]1[O:8][C:10]([CH3:9])=[O:11]. Run at temperature 85 celsius, time 30 minute. Yields the product NC1=C(C=C(C(=N1)N1C=C(C(C2=CC(=C(C(=C12)Cl)N1CC(C1)NC)F)=O)C(=O)O)Cl)F (1-(6-amino-3-chloro-5-fluoropyridine-2-yl)-8-chloro-6-fluoro-7-(3-methylaminoazetidine-1-yl)-4-oxo-1,4-dihydroquinoline-3-carboxylic acid). Starting materials: CN(C=O)C (N,N-dimethylformamide), NC1=C(C=C(C(=N1)N1C=C(C(C2=CC(=C(C(=C12)Cl)F)F)=O)C(=O)O)Cl)F (1-(6-amino-3-chloro-5-fluoropyridine-2-yl)-8-chloro-6,7-difluoro-4-oxo-1,4-dihydroquinoline-3-carboxylic acid), Cl.Cl.CNC1CNC1 (3-methylaminoazetidine dihydrochloride), CN1C(CCC1)=O (N-methylpyrrolidone). Reaction SMILES: CN(C)C=O.[NH2:6][C:7]1[N:12]=[C:11]([N:13]2[C:22]3[C:17](=[CH:18][C:19]([F:25])=[C:20](F)[C:21]=3[Cl:23])[C:16](=[O:26])[C:15]([C:27]([OH:29])=[O:28])=[CH:14]2)[C:10]([Cl:30])=[CH:9][C:8]=1[F:31].Cl.Cl.[CH3:34][NH:35][CH:36]1[CH2:39][NH:38][CH2:37]1.CN1CCCC1=O>C(O)C>[NH2:6][C:7]1[N:12]=[C:11]([N:13]2[C:22]3[C:17](=[CH:18][C:19]([F:25])=[C:20]([N:38]4[CH2:39][CH:36]([NH:35][CH3:34])[CH2:37]4)[C:21]=3[Cl:23])[C:16](=[O:26])[C:15]([C:27]([OH:29])=[O:28])=[CH:14]2)[C:10]([Cl:30])=[CH:9][C:8]=1[F:31] |f:2.3.4|. The yield is 81.8%. Procedure: To 300 mg of N,N-dimethylformamide were added 103 mg of 1-(6-amino-3-chloro-5-fluoropyridine-2-yl)-8-chloro-6,7-difluoro-4-oxo-1,4-dihydroquinoline-3-carboxylic acid, 85 mg of 3-methylaminoazetidine dihydrochloride, and 150 mg of N-methylpyrrolidone, and the mixture was stirred at 85° C. for 30 minutes. After adding 0.3 ml of ethanol, the mixture was allowed to cool, and the precipitate was collected by filtration and washed with ethanol and diisopropylether successively to obtain 98 mg of the t... Run in C(C)O (ethanol). The reactants are COC([O-])=O.C[N+]1=CC=CC=C1 (N-methylpyridinium methyl carbonate). Solvent: C(C)(=O)O (acetic acid). Product: C(C)(=O)[O-].C[N+]1=CC=CC=C1 (N-methylpyridinium acetate). Yield: 192.2%. RXN SMILES: C[O:2][C:3](=[O:5])[O-].[CH3:6][N+:7]1[CH:12]=[CH:11][CH:10]=[CH:9][CH:8]=1>C(O)(=O)C>[C:3]([O-:2])(=[O:5])[CH3:6].[CH3:6][N+:7]1[CH:12]=[CH:11][CH:10]=[CH:9][CH:8]=1 |f:0.1,3.4|. Procedure details: By following the same procedure as Example 6 except that 10.0 g of N-methylpyridinium methyl carbonate obtained in the 1st step of Example 4 and 3.1 g of acetic acid were used, 8.7 g (yield of 75.4% of pyridine) of N-methylpyridinium acetate was obtained. The reactants are CN(C(=O)OC(C)(C)C)c1cnc(-c2cccnc2)s1, CC#N, O=C1CCC(=O)N1Cl. The product is CN(C(=O)OC(C)(C)C)c1sc(-c2cccnc2)nc1Cl. As a reaction SMILES: [C:1]([CH3:2])([CH3:3])([CH3:4])[O:5][C:6]([N:7]([c:8]1[cH:9][n:10][c:11](-[c:13]2[cH:14][n:15][cH:16][cH:17][cH:18]2)[s:12]1)[CH3:19])=[O:20].[CH3:29][C:30]#[N:31].[Cl:21][N:22]1[C:23](=[O:24])[CH2:25][CH2:26][C:27]1=[O:28]>>[C:1]([CH3:2])([CH3:3])([CH3:4])[O:5][C:6]([N:7]([c:8]1[c:9]([Cl:21])[n:10][c:11](-[c:13]2[cH:14][n:15][cH:16][cH:17][cH:18]2)[s:12]1)[CH3:19])=[O:20].